Dataset: the Open Reaction Database (ORD), a public repository of structured organic reaction records. Task: describe an organic reaction: reactants, conditions, products, and yield Starting materials: C(C)OC(C(C(=O)OCC)(C)CC1=CC=C(C=C1)I)=O (2-(4-iodo-benzyl)-2-methyl-malonic acid diethyl ester), [OH-].[Na+] (NaOH). The solvent is CCO (EtOH). The product is IC1=CC=C(C=C1)CC(C(=O)O)C (3-(4-Iodo-phenyl)-2-methyl-propionic acid). As a reaction SMILES: C([O:3][C:4](=[O:20])[C:5]([CH2:12][C:13]1[CH:18]=[CH:17][C:16]([I:19])=[CH:15][CH:14]=1)(C)[C:6](OCC)=O)C.[OH-].[Na+]>CCO>[I:19][C:16]1[CH:15]=[CH:14][C:13]([CH2:12][CH:5]([CH3:6])[C:4]([OH:20])=[O:3])=[CH:18][CH:17]=1 |f:1.2|. Procedure: To 2.30 g (5.89 mmol) 2-(4-iodo-benzyl)-2-methyl-malonic acid diethyl ester (V.1) in 30 mL EtOH are added 30 mL 1N NaOH. The mixture is stirred at reflux for 2 h. The solvent is evaporated and 35 mL 4N HCl are added. The mixture is stirred at 60° C. for 12 h. The solid is filtered off to yield the desired product.